Dataset: the Open Reaction Database (ORD), a public repository of structured organic reaction records. Task: describe an organic reaction: reactants, conditions, products, and yield The reactants are C1(CCCCCC1)=NO (cycloheptanone oxime), C1(CCCCC1)=NO (cyclohexanone oxime), C1(CCCCCN1)=O (ε-caprolactam). Product: C1(CCCCCCN1)=O (7-heptane lactam), C1(CCCCCCC1)=NO (cyclooctanone oxime). As a reaction SMILES: [C:1]1(=[N:7][OH:8])[CH2:6][CH2:5][CH2:4][CH2:3][CH2:2]1.[C:9]1(=[O:16])[NH:15][CH2:14][CH2:13][CH2:12][CH2:11][CH2:10]1.[C:17]1(=NO)CCCCC[CH2:18]1>>[C:9]1(=[O:16])[NH:15][CH2:14][CH2:13][CH2:12][CH2:11][CH2:10][CH2:1]1.[C:1]1(=[N:7][OH:8])[CH2:18][CH2:17][CH2:2][CH2:3][CH2:4][CH2:5][CH2:6]1. Procedure details: For example, cyclohexanone oxime gives ε-caprolactam, cycloheptanone oxime gives 7-heptane lactam, cyclooctanone oxime gives 8-octane lactam, and cyclododecanone oxime gives laurolactam The reactants are N1C=CC=2C=NC=CC21 (1H-pyrrolo[3,2-c]pyridine), ClC1=C(C(=O)O)C(=CC(=C1)C#N)Cl (2,6-dichloro-4-cyanobenzoic acid). The product is ClC=1C=C(C#N)C=C(C1C(=O)N1C=CC=2C=NC=CC21)Cl (3,5-Dichloro-4-(1H-pyrrolo[3,2-c]pyridin-1-ylcarbonyl)benzonitrile). Reaction SMILES: [NH:1]1[C:9]2[CH:8]=[CH:7][N:6]=[CH:5][C:4]=2[CH:3]=[CH:2]1.[Cl:10][C:11]1[CH:19]=[C:18]([C:20]#[N:21])[CH:17]=[C:16]([Cl:22])[C:12]=1[C:13](O)=[O:14]>>[Cl:10][C:11]1[CH:19]=[C:18]([CH:17]=[C:16]([Cl:22])[C:12]=1[C:13]([N:1]1[C:9]2[CH:8]=[CH:7][N:6]=[CH:5][C:4]=2[CH:3]=[CH:2]1)=[O:14])[C:20]#[N:21]. Procedure: 3,5-Dichloro-4-(1H-pyrrolo[3,2-c]pyridin-1-ylcarbonyl)benzonitrile (Compound No. 95) was prepared using 1H-pyrrolo[3,2-c]pyridine and 2,6-dichloro-4-cyanobenzoic acid. The reactants are CC(C)CN(C(CO)CCCCNC(=O)C(N)Cc1ccc2ccccc2c1)S(=O)(=O)c1ccc(F)c(N)c1, O=C(O)c1ccncc1. Yields the product CC(C)CN(C(CO)CCCCNC(=O)C(Cc1ccc2ccccc2c1)NC(=O)c1ccncc1)S(=O)(=O)c1ccc(F)c(N)c1. As a reaction SMILES: [NH2:1][CH:2]([C:3](=[O:4])[NH:5][CH2:6][CH2:7][CH2:8][CH2:9][CH:10]([CH2:11][OH:12])[N:13]([CH2:14][CH:15]([CH3:16])[CH3:17])[S:18](=[O:19])(=[O:20])[c:21]1[cH:22][c:23]([NH2:28])[c:24]([F:27])[cH:25][cH:26]1)[CH2:29][c:30]1[cH:31][c:32]2[cH:33][cH:34][cH:35][cH:36][c:37]2[cH:38][cH:39]1.[OH:40][C:41](=[O:42])[c:43]1[cH:44][cH:45][n:46][cH:47][cH:48]1>>[NH:1]([CH:2]([C:3](=[O:4])[NH:5][CH2:6][CH2:7][CH2:8][CH2:9][CH:10]([CH2:11][OH:12])[N:13]([CH2:14][CH:15]([CH3:16])[CH3:17])[S:18](=[O:19])(=[O:20])[c:21]1[cH:22][c:23]([NH2:28])[c:24]([F:27])[cH:25][cH:26]1)[CH2:29][c:30]1[cH:31][c:32]2[cH:33][cH:34][cH:35][cH:36][c:37]2[cH:38][cH:39]1)[C:41](=[O:40])[c:43]1[cH:44][cH:45][n:46][cH:47][cH:48]1. The reactants are Cl (hydrochloric acid), ClC1=NC=C(C2=C1C=C(N2C)C)C(=O)N2CCOCC2 (4-chloro-1,2-dimethyl-7-(4-morpholinylcarbonyl)-1H-pyrrolo[3,2-c]pyridine), ClC=1C=C(N)C=CC1 (3-chloroaniline), CS(=O)(=O)O (methanesulfonic acid). Run in C(C)OCC (diethyl ether), O1CCOCC1 (1,4-dioxan), C(C)(=O)OCC (ethyl acetate). Run at temperature 180 celsius. Yields the product Cl.ClC=1C=C(C=CC1)NC1=NC=C(C2=C1C=C(N2C)C)C(=O)N2CCOCC2 (N-(3-Chlorophenyl)-1,2-dimethyl-7-(4-morpholinylcarbonyl)-1H-pyrrolo[3,2-c]pyridin-4-amine hydrochloride). As a reaction SMILES: [Cl:1][C:2]1[C:7]2[CH:8]=[C:9]([CH3:12])[N:10]([CH3:11])[C:6]=2[C:5]([C:13]([N:15]2[CH2:20][CH2:19][O:18][CH2:17][CH2:16]2)=[O:14])=[CH:4][N:3]=1.[Cl:21][C:22]1[CH:23]=[C:24]([CH:26]=[CH:27][CH:28]=1)[NH2:25].CS(O)(=O)=O.Cl>O1CCOCC1.C(OCC)(=O)C.C(OCC)C>[ClH:1].[Cl:21][C:22]1[CH:23]=[C:24]([NH:25][C:2]2[C:7]3[CH:8]=[C:9]([CH3:12])[N:10]([CH3:11])[C:6]=3[C:5]([C:13]([N:15]3[CH2:20][CH2:19][O:18][CH2:17][CH2:16]3)=[O:14])=[CH:4][N:3]=2)[CH:26]=[CH:27][CH:28]=1 |f:7.8|. Procedure details: A mixture of 4-chloro-1,2-dimethyl-7-(4-morpholinylcarbonyl)-1H-pyrrolo[3,2-c]pyridine (68 mg), 3-chloroaniline (0.05 ml) and methanesulfonic acid (0.03 ml) in dry 1,4-dioxan was heated under microwave conditions at 180° C. for fifteen minutes. The reaction mixture was transferred to a round bottom flask and evaporated. The residue was partitioned between ethyl acetate (10 ml) and saturated sodium bicarbonate solution and washed with saturated sodium bicarbonate solution and water. The organic l... Starting materials: C(C)OC(C(CC1=C(C=C(C=C1)OC(C(C)C)C1=C(N=C(S1)C1=CC=C(C=C1)C(F)(F)F)C)C)OCC)=O (2-ethoxy-3-(2-methyl-4-{2-methyl-1-[4-methyl-2-(4-trifluoromethyl-phenyl)-thiazol-5-yl]-propoxy}-phenyl)-propionic acid ethyl ester), [Li+].[OH-] (LiOH). Yields the product C(C)OC(C(=O)O)CC1=C(C=C(C=C1)OC(C(C)C)C1=C(N=C(S1)C1=CC=C(C=C1)C(F)(F)F)C)C (2-ethoxy-3-{2-methyl-4-(2-methyl-1-[4-methyl-2-(4-trifluoromethyl-phenyl)-thiazol-5-yl]-propoxy}-phenyl)-propionic acid). As a reaction SMILES: C([O:3][C:4](=[O:38])[CH:5]([O:35][CH2:36][CH3:37])[CH2:6][C:7]1[CH:12]=[CH:11][C:10]([O:13][CH:14]([C:18]2[S:22][C:21]([C:23]3[CH:28]=[CH:27][C:26]([C:29]([F:32])([F:31])[F:30])=[CH:25][CH:24]=3)=[N:20][C:19]=2[CH3:33])[CH:15]([CH3:17])[CH3:16])=[CH:9][C:8]=1[CH3:34])C.[Li+].[OH-]>>[CH2:36]([O:35][CH:5]([CH2:6][C:7]1[CH:12]=[CH:11][C:10]([O:13][CH:14]([C:18]2[S:22][C:21]([C:23]3[CH:24]=[CH:25][C:26]([C:29]([F:30])([F:31])[F:32])=[CH:27][CH:28]=3)=[N:20][C:19]=2[CH3:33])[CH:15]([CH3:16])[CH3:17])=[CH:9][C:8]=1[CH3:34])[C:4]([OH:38])=[O:3])[CH3:37] |f:1.2|. Procedure details: In analogy to the procedure described in example 10 d], 2-ethoxy-3-(2-methyl-4-{2-methyl-1-[4-methyl-2-(4-trifluoromethyl-phenyl)-thiazol-5-yl]-propoxy}-phenyl)-propionic acid ethyl ester (mixture of two diastereomeric racemates) was treated with LiOH to obtain 2-ethoxy-3-{2-methyl-4-(2-methyl-1-[4-methyl-2-(4-trifluoromethyl-phenyl)-thiazol-5-yl]-propoxy}-phenyl)-propionic acid as a mixture of two diastereomeric racemates as colorless foam. Starting materials: [Al+3], [Cl-], [Cl-], [Cl-], Cl, CC(=O)C=C(C)C, c1ccccc1. Yields the product CC(=O)CC(C)(C)c1ccccc1. RXN SMILES: [Al+3:2].[Cl-:1].[Cl-:3].[Cl-:4].[ClH:12].[O:5]=[C:6]([CH3:7])[CH:8]=[C:9]([CH3:10])[CH3:11].[cH:13]1[cH:14][cH:15][cH:16][cH:17][cH:18]1>>[O:5]=[C:6]([CH3:7])[CH2:8][C:9]([CH3:10])([CH3:11])[c:13]1[cH:14][cH:15][cH:16][cH:17][cH:18]1. The reactants are C1(=CC=CC=C1)P(C1=CC=CC=C1)C1=CC=CC=C1 (triphenylphosphine), N(=NC(=O)OCC)C(=O)OCC (diethyl azodicarboxylate), OC(C(=O)OC(C)(C)C)(C)C (tert-butyl alpha-hydroxyisobutyrate), C1(=CC=CC=C1)P(C1=CC=CC=C1)C1=CC=CC=C1 (triphenylphosphine), FC1=C(OC2=CC=C3C(=N2)OC(=N3)C3=CC(=C(C(=C3)C)O)C)C=CC=C1 (4-[5-(2-fluorophenoxy)oxazolo[5,4-b]pyridin-2-yl]-2,6-dimethylphenol), N(=NC(=O)OCC)C(=O)OCC (diethyl azodicarboxylate). Solvent: C(C)N(CC)CC (triethylamine), O1CCCC1 (tetrahydrofuran). Reaction conditions: time 15 minute. The product is FC1=C(OC2=CC=C3C(=N2)OC(=N3)C3=CC(=C(OC(C(=O)OC(C)(C)C)(C)C)C(=C3)C)C)C=CC=C1 (tert-Butyl 2-{4-[5-(2-fluorophenoxy)oxazolo[5,4-b]pyridin-2-yl]-2,6-dimethylphenoxy}-2-methylpropionate). Reaction SMILES: C1(P(C2C=CC=CC=2)C2C=CC=CC=2)C=CC=CC=1.N(C(OCC)=O)=NC(OCC)=O.[F:32][C:33]1[CH:57]=[CH:56][CH:55]=[CH:54][C:34]=1[O:35][C:36]1[N:41]=[C:40]2[O:42][C:43]([C:45]3[CH:50]=[C:49]([CH3:51])[C:48]([OH:52])=[C:47]([CH3:53])[CH:46]=3)=[N:44][C:39]2=[CH:38][CH:37]=1.O[C:59]([CH3:68])([CH3:67])[C:60]([O:62][C:63]([CH3:66])([CH3:65])[CH3:64])=[O:61]>O1CCCC1.C(N(CC)CC)C>[F:32][C:33]1[CH:57]=[CH:56][CH:55]=[CH:54][C:34]=1[O:35][C:36]1[N:41]=[C:40]2[O:42][C:43]([C:45]3[CH:50]=[C:49]([CH3:51])[C:48]([O:52][C:59]([CH3:68])([CH3:67])[C:60]([O:62][C:63]([CH3:66])([CH3:65])[CH3:64])=[O:61])=[C:47]([CH3:53])[CH:46]=3)=[N:44][C:39]2=[CH:38][CH:37]=1. Procedure details: With ice cooling, 72 mg of triphenylphosphine were dissolved in 1 ml of dry tetrahydrofuran, and 47 mg of diethyl azodicarboxylate were added. After 15 min, 80 mg of 4-[5-(2-fluorophenoxy)oxazolo[5,4-b]pyridin-2-yl]-2,6-dimethylphenol were added, followed by 32 μl of triethylamine and 44 mg of tert-butyl alpha-hydroxyisobutyrate. The reaction mixture was then stirred at room temperature for 16 hours, and another 72 mg of triphenylphosphine and 47 mg of diethyl azodicarboxylate were added with ic... Starting materials: C(O)([O-])=O.[Na+] (sodium hydrogen carbonate), [F-].[K+] (potassium fluoride), C1COCCOCCOCCOCCOCCO1 (18-crown-6-ether), ClC1=CN=C(C(=N1)C(=O)OC)[N+](=O)[O-] (methyl 6-chloro-3-nitro-2-pyrazinecarboxylate). Solvent: O (water), C(C)(=O)OCC (ethyl acetate), C(C)#N (acetonitrile). Run at time 1.5 hour. Yields the product FC1=CN=C(C(=N1)C(=O)OC)[N+](=O)[O-] (methyl 6-fluoro-3-nitro-2-pyrazinecarboxylate). The yield is 32.5%. RXN SMILES: Cl[C:2]1[N:7]=[C:6]([C:8]([O:10][CH3:11])=[O:9])[C:5]([N+:12]([O-:14])=[O:13])=[N:4][CH:3]=1.[F-:15].[K+].C1OCCOCCOCCOCCOCCOC1.C(=O)([O-])O.[Na+]>C(#N)C.O.C(OCC)(=O)C>[F:15][C:2]1[N:7]=[C:6]([C:8]([O:10][CH3:11])=[O:9])[C:5]([N+:12]([O-:14])=[O:13])=[N:4][CH:3]=1 |f:1.2,4.5|. Procedure details: In 2.0 mL of acetonitrile was dissolved 0.1 g of methyl 6-chloro-3-nitro-2-pyrazinecarboxylate. After adding 40 mg of potassium fluoride and 61 mg of 18-crown-6-ether successively, the mixture thus obtained was stirred at room temperature for 1.5 hours. Then, a mixture of 10 mL of ethyl acetate and 10 mL of water was added, pH was adjusted to 7.0 with saturated aqueous solution of sodium hydrogen carbonate, and the organic layer was separated. The organic layer thus obtained was washed with satu...